From a dataset of the Open Reaction Database (ORD), a public repository of structured organic reaction records. describe an organic reaction: reactants, conditions, products, and yield Starting materials: CNC1=CC=C(C=N1)C(C)=O (1-(6-methylaminopyrid-3-yl)ethanone), Br (hydrobromic acid), BrBr (bromine). Solvent: C(C)(=O)O (acetic acid). The product is BrCC(=O)C=1C=NC(=CC1)NC (2-bromo-1-(6-methylaminopyrid-3-yl)ethanone). Isolated yield 63.8%. Reaction SMILES: [CH3:1][NH:2][C:3]1[N:8]=[CH:7][C:6]([C:9](=[O:11])[CH3:10])=[CH:5][CH:4]=1.[BrH:12].BrBr>C(O)(=O)C>[Br:12][CH2:10][C:9]([C:6]1[CH:7]=[N:8][C:3]([NH:2][CH3:1])=[CH:4][CH:5]=1)=[O:11]. Reported procedure: 380 mg (2.53 mmol) of 1-(6-methylaminopyrid-3-yl)ethanone, 416 μl (2.53 mmol) of hydrobromic acid, 130 μl (2.53 mmol) of bromine and 5 mL of glacial acetic acid were used in the reaction. After precipitation with ethyl ether and filtration, the precipitate is taken up in water. The solution is basified with saturated NaHCO3 solution. The precipitate formed is filtered off, washed with water and then dried under vacuum. 370 mg of 2-bromo-1-(6-methylaminopyrid-3-yl)ethanone are obtained, the chara... The reactants are C(C)(=O)N1CCN(CC1)C1=CC=C(C=C1)OCCCCCCBr (1-acetyl-4-[4-(6-bromohexyloxy)phenyl]piperazine), C[O-].[Na+] (sodium methoxide), C(C)(=O)OC(C)=O (acetic anhydride), O (water). Run in CO (methanol), CO (methanol), C(Cl)Cl (methylene chloride), C(Cl)Cl (methylene chloride). Reaction conditions: time 6 hour. The product is C(C)(=O)N1CCN(CC1)C1=CC=C(C=C1)OCCCCCCOC (1-acetyl-4-[4-(6-methoxyhexyloxy)phenyl]piperazine). Reaction SMILES: [C:1]([N:4]1[CH2:9][CH2:8][N:7]([C:10]2[CH:15]=[CH:14][C:13]([O:16][CH2:17][CH2:18][CH2:19][CH2:20][CH2:21][CH2:22]Br)=[CH:12][CH:11]=2)[CH2:6][CH2:5]1)(=[O:3])[CH3:2].C[O-].[Na+].[C:27](OC(=O)C)(=[O:29])C.O>CO.C(Cl)Cl>[C:1]([N:4]1[CH2:9][CH2:8][N:7]([C:10]2[CH:15]=[CH:14][C:13]([O:16][CH2:17][CH2:18][CH2:19][CH2:20][CH2:21][CH2:22][O:29][CH3:27])=[CH:12][CH:11]=2)[CH2:6][CH2:5]1)(=[O:3])[CH3:2] |f:1.2|. Reported procedure: A solution of crude 1-acetyl-4-[4-(6-bromohexyloxy)phenyl]piperazine (10.52 g) in methanol (105 ml) was treated with 28% sodium methoxide in methanol (105 ml), and the solution was refluxed for 7 hours. After cooling, the precipitate was removed by filtration. The filtrate was added to a mixture of methylene chloride and water. The organic layer was taken, dried over magnesium sulfate, filtered and evaporated to give a crude oil. This oil in methylene chloride (20 ml) was treated with acetic anh... Starting materials: CCCOCCOc1ccc(-c2ccc3c(c2)C=C(C(=O)Nc2ccc(SCc4cncn4CCC)cc2)CCN3CC(C)C)cc1, CSC, ClCCl, O, O=C(OO)c1cccc(Cl)c1. Yields the product CCCOCCOc1ccc(-c2ccc3c(c2)C=C(C(=O)Nc2ccc(S(=O)Cc4cncn4CCC)cc2)CCN3CC(C)C)cc1. Reaction SMILES: [CH2:1]([CH:2]([CH3:3])[CH3:4])[N:5]1[CH2:6][CH2:7][C:8]([C:29](=[O:30])[NH:31][c:32]2[cH:33][cH:34][c:35]([S:38][CH2:39][c:40]3[cH:41][n:42][cH:43][n:44]3[CH2:45][CH2:46][CH3:47])[cH:36][cH:37]2)=[CH:9][c:10]2[c:11]1[cH:12][cH:13][c:14](-[c:16]1[cH:17][cH:18][c:19]([O:22][CH2:23][CH2:24][O:25][CH2:26][CH2:27][CH3:28])[cH:20][cH:21]1)[cH:15]2.[CH3:59][S:60][CH3:61].[Cl:63][CH2:64][Cl:65].[OH2:62].[OH:48][O:49][C:50]([c:51]1[cH:52][c:53]([Cl:54])[cH:55][cH:56][cH:57]1)=[O:58]>>[CH2:1]([CH:2]([CH3:3])[CH3:4])[N:5]1[CH2:6][CH2:7][C:8]([C:29](=[O:30])[NH:31][c:32]2[cH:33][cH:34][c:35]([S:38]([CH2:39][c:40]3[cH:41][n:42][cH:43][n:44]3[CH2:45][CH2:46][CH3:47])=[O:48])[cH:36][cH:37]2)=[CH:9][c:10]2[c:11]1[cH:12][cH:13][c:14](-[c:16]1[cH:17][cH:18][c:19]([O:22][CH2:23][CH2:24][O:25][CH2:26][CH2:27][CH3:28])[cH:20][cH:21]1)[cH:15]2. Starting materials: CN(C)C1CCN(Cc2ccccc2)CC1(C)C, CO, [H][H], [OH-], [OH-], [Pd+2]. The product is CN(C)C1CCNCC1(C)C. As a reaction SMILES: [CH2:1]([c:2]1[cH:3][cH:4][cH:5][cH:6][cH:7]1)[N:8]1[CH2:9][C:10]([CH3:17])([CH3:18])[CH:11]([N:14]([CH3:15])[CH3:16])[CH2:12][CH2:13]1.[CH3:19][OH:20].[H:21][H:22].[OH-:23].[OH-:24].[Pd+2:25]>>[NH:8]1[CH2:9][C:10]([CH3:17])([CH3:18])[CH:11]([N:14]([CH3:15])[CH3:16])[CH2:12][CH2:13]1. Reactants: CC(=O)O[BH-](OC(C)=O)OC(C)=O, Cc1ccc2c(c1)nc(C(N)C(C)C)n2Cc1ccccc1, CC(=O)O, ClCCl, [Na+], O=CCCN1C(=O)c2ccccc2C1=O. The product is Cc1ccc2c(c1)nc(C(NCCCN1C(=O)c3ccccc3C1=O)C(C)C)n2Cc1ccccc1. As a reaction SMILES: [C:38]([O:39][BH-:40]([O:41][C:42](=[O:43])[CH3:44])[O:45][C:46](=[O:47])[CH3:48])(=[O:49])[CH3:50].[CH2:1]([c:2]1[cH:3][cH:4][cH:5][cH:6][cH:7]1)[n:8]1[c:9]([CH:18]([CH:19]([CH3:20])[CH3:21])[NH2:22])[n:10][c:11]2[c:12]1[cH:13][cH:14][c:15]([CH3:17])[cH:16]2.[CH3:52][C:53](=[O:54])[OH:55].[Cl:56][CH2:57][Cl:58].[Na+:51].[O:23]=[C:24]1[N:25]([CH2:34][CH2:35][CH:36]=[O:37])[C:26](=[O:33])[c:27]2[cH:28][cH:29][cH:30][cH:31][c:32]21>>[CH2:1]([c:2]1[cH:3][cH:4][cH:5][cH:6][cH:7]1)[n:8]1[c:9]([CH:18]([CH:19]([CH3:20])[CH3:21])[NH:22][CH2:36][CH2:35][CH2:34][N:25]2[C:24](=[O:23])[c:32]3[c:27]([cH:28][cH:29][cH:30][cH:31]3)[C:26]2=[O:33])[n:10][c:11]2[c:12]1[cH:13][cH:14][c:15]([CH3:17])[cH:16]2. The reactants are FC=1C=C(C=CC1)C=1N=C(C(=NC1C1=CC=NC=C1)N)N (5-(3-Fluorophenyl)-6-pyridin-4-ylpyrazine-2,3-diamine), C(=O)(N1C=NC=C1)N1C=NC=C1 (1,1′-carbonylbis-1H-imidazole). Run in C1CCOC1 (THF). Product: FC=1C=C(C=CC1)C=1N=C2C(=NC1C1=CC=NC=C1)NC(N2)=O (5-(3-Fluorophenyl)-6-pyridin-4-yl-1,3-dihydro-2H-imidazo[4,5-b]pyrazin-2-one). The yield is 44.0%. As a reaction SMILES: [F:1][C:2]1[CH:3]=[C:4]([C:8]2[N:9]=[C:10]([NH2:21])[C:11]([NH2:20])=[N:12][C:13]=2[C:14]2[CH:19]=[CH:18][N:17]=[CH:16][CH:15]=2)[CH:5]=[CH:6][CH:7]=1.[C:22](N1C=CN=C1)(N1C=CN=C1)=[O:23]>C1COCC1>[F:1][C:2]1[CH:3]=[C:4]([C:8]2[N:9]=[C:10]3[NH:21][C:22](=[O:23])[NH:20][C:11]3=[N:12][C:13]=2[C:14]2[CH:19]=[CH:18][N:17]=[CH:16][CH:15]=2)[CH:5]=[CH:6][CH:7]=1. Reported procedure: A mixture of 5-(3-fluorophenyl)-6-pyridin-4-ylpyrazine-2,3-diamine (Example 72, 200 mg, 0.71 mmol), 1,1′-carbonylbis-1H-imidazole (138 mg, 0.85 mmol) in THF (3 mL) was stirred and heated at reflux overnight. Solvent was removed under reduced pressure and the residue was partitioned between water and ethyl acetate. The separated organic phase was dried (MgSO4) and evaporated to dryness. The residue was recrystallized from ethanol to give the title compound as a white solid (96 mg, 44%).